This data is from the Open Reaction Database (ORD), a public repository of structured organic reaction records. The task is: describe an organic reaction: reactants, conditions, products, and yield The reactants are CCCC[SnH](CCCC)CCCC, [Li][Sn](CCCC)(CCCC)CCCC, COCCOC, C1CCOC1, C[SnH](C)C, CC(C)[N-]C(C)C, [Li][Sn](C)(C)C, CCOCC, [Li+]. The product is [Li][Sn](CCCC)(CCCC)CCCC, [Li][Sn](C)(C)C, [SnH4]. RXN SMILES: [CH2:1]([SnH:5]([CH2:2][CH2:3][CH2:4][CH3:6])[CH2:7][CH2:8][CH2:9][CH3:10])[CH2:11][CH2:12][CH3:13].[CH2:26]([CH2:27][CH2:28][CH3:29])[Sn:30]([CH2:31][CH2:32][CH2:33][CH3:34])([CH2:35][CH2:36][CH2:37][CH3:38])[Li:39].[CH2:45]([CH2:46][O:47][CH3:48])[O:49][CH3:50].[CH2:56]1[O:57][CH2:58][CH2:59][CH2:60]1.[CH3:14][SnH:15]([CH3:16])[CH3:17].[CH3:19][CH:20]([N-:21][CH:22]([CH3:23])[CH3:24])[CH3:25].[CH3:40][Sn:41]([CH3:42])([CH3:43])[Li:44].[CH3:51][CH2:52][O:53][CH2:54][CH3:55].[Li+:18]>>[CH2:26]([CH2:27][CH2:28][CH3:29])[Sn:30]([CH2:31][CH2:32][CH2:33][CH3:34])([CH2:35][CH2:36][CH2:37][CH3:38])[Li:39].[CH3:40][Sn:41]([CH3:42])([CH3:43])[Li:44].[SnH4:5]. Reactants: COC(=O)C1=CC=C(N1N)C(=O)OCC (1-amino-1H-pyrrole-2,5-dicarboxylic acid 2-ethyl ester 5-methyl ester), C(=O)N (formamide). Reported procedure: A mixture of 1-amino-1H-pyrrole-2,5-dicarboxylic acid 2-ethyl ester 5-methyl ester (140 mg) and formamide (1 mL) was stirred at 140° C. overnight. The reaction mixture was then cooled and diluted with water, the solid which crashed out was collected by filtration and dried under vacuum to give 60 mg of 4-oxo-3,4-dihydro-pyrrolo[2,1-f][1,2,4]triazine-7-carboxylic acid ethyl ester. Product: C(C)OC(=O)C1=CC=C2C(NC=NN21)=O (4-oxo-3,4-dihydro-pyrrolo[2,1-f][1,2,4]triazine-7-carboxylic acid ethyl ester). The solvent is O (water). RXN SMILES: C[O:2][C:3]([C:5]1[N:9]([NH2:10])[C:8]([C:11]([O:13][CH2:14][CH3:15])=[O:12])=[CH:7][CH:6]=1)=O.[CH:16]([NH2:18])=O>O>[CH2:14]([O:13][C:11]([C:8]1[N:9]2[C:5]([C:3](=[O:2])[NH:18][CH:16]=[N:10]2)=[CH:6][CH:7]=1)=[O:12])[CH3:15]. Conditions: temperature 140 celsius, time 8 hour. Starting materials: COC(=O)C(N)Cc1ccc(-c2ccccc2Oc2ccccc2)cc1, Nc1ccc(Cl)cc1C(=O)O. Product: COC(=O)C(Cc1ccc(-c2ccccc2Oc2ccccc2)cc1)NC(=O)c1cc(Cl)ccc1N. Reaction SMILES: [CH3:1][O:2][C:3]([CH:4]([CH2:5][c:6]1[cH:7][cH:8][c:9](-[c:12]2[c:13]([O:18][c:19]3[cH:20][cH:21][cH:22][cH:23][cH:24]3)[cH:14][cH:15][cH:16][cH:17]2)[cH:10][cH:11]1)[NH2:25])=[O:26].[Cl:27][c:28]1[cH:29][cH:30][c:31]([NH2:37])[c:32]([C:33](=[O:34])[OH:35])[cH:36]1>>[CH3:1][O:2][C:3]([CH:4]([CH2:5][c:6]1[cH:7][cH:8][c:9](-[c:12]2[c:13]([O:18][c:19]3[cH:20][cH:21][cH:22][cH:23][cH:24]3)[cH:14][cH:15][cH:16][cH:17]2)[cH:10][cH:11]1)[NH:25][C:33]([c:32]1[c:31]([NH2:37])[cH:30][cH:29][c:28]([Cl:27])[cH:36]1)=[O:34])=[O:26]. Product: CCOC(=O)CCCCCOc1cc2ccc(-c3ccc(C(=O)O)cc3)cc2cc1C12CC3CC(CC(C3)C1)C2. RXN SMILES: [C:1]12([c:11]3[c:12]([O:33][CH2:34][CH2:35][CH2:36][CH2:37][CH2:38][C:39](=[O:40])[O:41][CH2:42][CH3:43])[cH:13][c:14]4[cH:15][cH:16][c:17](-[c:21]5[cH:22][cH:23][c:24]([C:25](=[O:26])[O:27][CH2:28][CH:29]=[CH2:30])[cH:31][cH:32]5)[cH:18][c:19]4[cH:20]3)[CH2:2][CH:3]3[CH2:4][CH:5]([CH2:6][CH:7]([CH2:8]1)[CH2:9]3)[CH2:10]2.[CH2:127]1[O:128][CH2:129][CH2:130][CH2:131]1.[CH2:44]1[NH:45][CH2:46][CH2:47][O:48][CH2:49]1.[cH:50]1[cH:51][cH:52][c:53]([P:54]([Pd:55]([P:56]([c:57]2[cH:58][cH:59][cH:60][cH:61][cH:62]2)([c:63]2[cH:64][cH:65][cH:66][cH:67][cH:68]2)[c:69]2[cH:70][cH:71][cH:72][cH:73][cH:74]2)([P:75]([c:76]2[cH:77][cH:78][cH:79][cH:80][cH:81]2)([c:82]2[cH:83][cH:84][cH:85][cH:86][cH:87]2)[c:88]2[cH:89][cH:90][cH:91][cH:92][cH:93]2)[P:94]([c:95]2[cH:96][cH:97][cH:98][cH:99][cH:100]2)([c:101]2[cH:102][cH:103][cH:104][cH:105][cH:106]2)[c:107]2[cH:108][cH:109][cH:110][cH:111][cH:112]2)([c:113]2[cH:114][cH:115][cH:116][cH:117][cH:118]2)[c:119]2[cH:120][cH:121][cH:122][cH:123][cH:124]2)[cH:125][cH:126]1>>[C:1]12([c:11]3[c:12]([O:33][CH2:34][CH2:35][CH2:36][CH2:37][CH2:38][C:39](=[O:40])[O:41][CH2:42][CH3:43])[cH:13][c:14]4[cH:15][cH:16][c:17](-[c:21]5[cH:22][cH:23][c:24]([C:25](=[O:26])[OH:27])[cH:31][cH:32]5)[cH:18][c:19]4[cH:20]3)[CH2:2][CH:3]3[CH2:4][CH:5]([CH2:6][CH:7]([CH2:8]1)[CH2:9]3)[CH2:10]2. Reactants: C=CCOC(=O)c1ccc(-c2ccc3cc(OCCCCCC(=O)OCC)c(C45CC6CC(CC(C6)C4)C5)cc3c2)cc1, C1CCOC1, C1COCCN1, c1ccc(P(c2ccccc2)(c2ccccc2)[Pd](P(c2ccccc2)(c2ccccc2)c2ccccc2)(P(c2ccccc2)(c2ccccc2)c2ccccc2)P(c2ccccc2)(c2ccccc2)c2ccccc2)cc1. The reactants are CC1(C)OCC(C(CO)CNC(=O)OCc2ccccc2)O1, CS(=O)(=O)Cl, C[S-], Cc1ccccc1, CCN(C(C)C)C(C)C, ClCCl, [Na+], CN(C)C=O. The product is CSCC(CNC(=O)OCc1ccccc1)C1COC(C)(C)O1. As a reaction SMILES: [CH3:1][C:2]1([CH3:22])[O:3][CH2:4][CH:5]([CH:7]([CH2:8][NH:9][C:10]([O:11][CH2:12][c:13]2[cH:14][cH:15][cH:16][cH:17][cH:18]2)=[O:19])[CH2:20][OH:21])[O:6]1.[CH3:32][S:33](=[O:34])(=[O:35])[Cl:36].[CH3:37][S-:38].[CH3:48][c:49]1[cH:50][cH:51][cH:52][cH:53][cH:54]1.[CH:23]([N:24]([CH:25]([CH3:26])[CH3:27])[CH2:28][CH3:29])([CH3:30])[CH3:31].[Cl:40][CH2:41][Cl:42].[Na+:39].[O:43]=[CH:44][N:45]([CH3:46])[CH3:47]>>[CH3:1][C:2]1([CH3:22])[O:3][CH2:4][CH:5]([CH:7]([CH2:8][NH:9][C:10]([O:11][CH2:12][c:13]2[cH:14][cH:15][cH:16][cH:17][cH:18]2)=[O:19])[CH2:20][S:33][CH3:32])[O:6]1.